From a dataset of the Open Reaction Database (ORD), a public repository of structured organic reaction records. describe an organic reaction: reactants, conditions, products, and yield Reactants: CN(N=C(C1=C(C=CC=C1F)Cl)Cl)S(=O)(=O)C1=CC=C(C=C1)C (N-methyl-N-(p-toluenesulfonyl)-2-chloro-6-fluorobenzohydrazonoyl chloride), ClC=1C=C(C#N)C=CC1OC1=NC=C(C=C1Cl)C(F)(F)F (3-chloro-4-(3-chloro-5-trifluoromethylpyridine-2yloxy)benzonitrile), ClC1=C(C=CC=C1)Cl (o-dichlorobenzene). Reagents/catalysts: [Fe](Cl)(Cl)Cl (iron (III) chloride). Run in C(Cl)(Cl)Cl (chloroform). Run at temperature 140 celsius, time 30 minute. Product: ClC=1C=C(C=CC1OC1=NC=C(C=C1Cl)C(F)(F)F)C1=NC(=NN1C)C1=C(C=CC=C1F)Cl (5-[3-chloro-4-(3-chloro-5-trifluoromethylpyridine-2-yloxy)phenyl]3-(2-chloro-6-fluorophenyl)-1-methyl-1H-1,2,4-triazole). The yield is 48.3%. As a reaction SMILES: [CH3:1][N:2](S(C1C=CC(C)=CC=1)(=O)=O)[N:3]=[C:4](Cl)[C:5]1[C:10]([F:11])=[CH:9][CH:8]=[CH:7][C:6]=1[Cl:12].[Cl:24][C:25]1[CH:26]=[C:27]([CH:30]=[CH:31][C:32]=1[O:33][C:34]1[C:39]([Cl:40])=[CH:38][C:37]([C:41]([F:44])([F:43])[F:42])=[CH:36][N:35]=1)[C:28]#[N:29].ClC1C=CC=CC=1Cl>C(Cl)(Cl)Cl.[Fe](Cl)(Cl)Cl>[Cl:24][C:25]1[CH:26]=[C:27]([C:28]2[N:2]([CH3:1])[N:3]=[C:4]([C:5]3[C:10]([F:11])=[CH:9][CH:8]=[CH:7][C:6]=3[Cl:12])[N:29]=2)[CH:30]=[CH:31][C:32]=1[O:33][C:34]1[C:39]([Cl:40])=[CH:38][C:37]([C:41]([F:44])([F:42])[F:43])=[CH:36][N:35]=1. Procedure: A mixture of N-methyl-N-(p-toluenesulfonyl)-2-chloro-6-fluorobenzohydrazonoyl chloride (0.90 g), 3-chloro-4-(3-chloro-5-trifluoromethylpyridine-2yloxy)benzonitrile (0.80 g), anhydrous iron (III) chloride (0.40 g) and o-dichlorobenzene (5 ml) is stirred at an oil bath temperature of 140° C. for 30 minutes. After cooling, it is dissolved in chloroform (100 ml) and washed with dilute hydrochloric acid, dilute aqueous solution of sodium hydroxide and saline. Then, it is dried over anhydrous magnesiu... The reactants are [H-].[H-].[H-].[H-].[Li+].[Al+3] (LiAlH4), C1CCOC1 (THF), C(C)OC(=O)C1OCCC(C1)=O (4-oxo-tetrahydro-pyran-2-carboxylic acid ethyl ester). Reaction conditions: temperature 0 celsius. The product is OCC1(OCCCC1)O (2-Hydroxymethyl-tetrahydro-pyranol). The yield is 61.0%. RXN SMILES: [H-].[H-].[H-].[H-].[Li+].[Al+3].C([O:9][C:10]([CH:12]1[CH2:17][C:16](=O)[CH2:15][CH2:14][O:13]1)=O)C.C1C[O:22]CC1>>[OH:9][CH2:10][C:12]1([OH:22])[CH2:17][CH2:16][CH2:15][CH2:14][O:13]1 |f:0.1.2.3.4.5|. Procedure details: To a cooled (0° C.), stirred suspension of LiAlH4 (3.42 g, 90.0 mmol) in anhydrous THF (50 mL) was added dropwise a solution of 4-oxo-tetrahydro-pyran-2-carboxylic acid ethyl ester (5.17 g, 30.0 mmol). After stirring for 1 hour, the reaction was quenched by the slow, sequential addition of water (3.4 mL), 15% NaOH (3.4 mL), and water (10.0 mL). The inorganic salt was filtered off and extracted with EtOAc repeatedly since the product was absorbed on the solid. Solvent removal afforded 2.42 g (61%... The reactants are CS(=O)(=O)C(CCCCCCC(=O)OC)(CCCC(COC1=CC(=CC=C1)C(F)(F)F)OC(C)=O)C(=O)OC (methyl 8-methylsulfonyl-8-methoxycarbonyl-12-acetoxy-13-(3-trifluoromethylphenoxy)tridecanoate), [Cl-].[Na+] (sodium chloride), CS(=O)C (dimethylsulfoxide). Solvent: O (water). Conditions: temperature 185 celsius. The product is CS(=O)(=O)C(CCCCCCC(=O)OC)CCCC(COC1=CC(=CC=C1)C(F)(F)F)OC(C)=O (Methyl 8-methylsulfonyl-12-acetoxy-13-(3-trifluoromethylphenoxy)tridecanoate). Isolated yield 190.0%. Reaction SMILES: [CH3:1][S:2]([C:5](C(OC)=O)([CH2:16][CH2:17][CH2:18][CH:19]([O:32][C:33](=[O:35])[CH3:34])[CH2:20][O:21][C:22]1[CH:27]=[CH:26][CH:25]=[C:24]([C:28]([F:31])([F:30])[F:29])[CH:23]=1)[CH2:6][CH2:7][CH2:8][CH2:9][CH2:10][CH2:11][C:12]([O:14][CH3:15])=[O:13])(=[O:4])=[O:3].[Cl-].[Na+].CS(C)=O>O>[CH3:1][S:2]([CH:5]([CH2:16][CH2:17][CH2:18][CH:19]([O:32][C:33](=[O:35])[CH3:34])[CH2:20][O:21][C:22]1[CH:27]=[CH:26][CH:25]=[C:24]([C:28]([F:31])([F:29])[F:30])[CH:23]=1)[CH2:6][CH2:7][CH2:8][CH2:9][CH2:10][CH2:11][C:12]([O:14][CH3:15])=[O:13])(=[O:3])=[O:4] |f:1.2|. Procedure details: A mixture of methyl 8-methylsulfonyl-8-methoxycarbonyl-12-acetoxy-13-(3-trifluoromethylphenoxy)tridecanoate (5.82 g., 0.01 mole), sodium chloride (0.59 g., 0.01 mole), dimethylsulfoxide (8 ml.), and water (0.2 ml.) is heated in an oil bath at 185° C. for 10 hours under nitrogen. The reaction mixture is then concentrated in vacuo on a steam bath. The dark-colored residue is diluted with water, acidified with 6N hydrochloric acid, and extracted with ether. The ether extracts are washed with water,... The reactants are BrCC1COC2=C(O1)C=CC=C2 (2-bromomethyl-2,3-dihydrobenzo[1,4]dioxine), N1CC(CCC1)C1=CC=C(C=C1)O (4-(piperidin-3-yl)phenol), Br (HBr), KHCO3. Run in C(C)#N (acetonitrile). The product is O1C(COC2=C1C=CC=C2)CN2CC(CCC2)C2=CC=C(C=C2)O (4-[1-(2,3-Dihydrobenzo[1,4]dioxin-2-ylmethyl)piperidin-3-yl]phenol). RXN SMILES: Br[CH2:2][CH:3]1[O:8][C:7]2[CH:9]=[CH:10][CH:11]=[CH:12][C:6]=2[O:5][CH2:4]1.[NH:13]1[CH2:18][CH2:17][CH2:16][CH:15]([C:19]2[CH:24]=[CH:23][C:22]([OH:25])=[CH:21][CH:20]=2)[CH2:14]1.Br>C(#N)C>[O:8]1[C:7]2[CH:9]=[CH:10][CH:11]=[CH:12][C:6]=2[O:5][CH2:4][CH:3]1[CH2:2][N:13]1[CH2:18][CH2:17][CH2:16][CH:15]([C:19]2[CH:20]=[CH:21][C:22]([OH:25])=[CH:23][CH:24]=2)[CH2:14]1. Procedure: A mixture of 2-bromomethyl-2,3-dihydrobenzo[1,4]dioxine (47 mg, 0.20 mmol), 4-(piperidin-3-yl)phenol.HBr (53 mg, 0.20 mmol) and KHCO3 (84 mg, 0.84 mmol) in acetonitrile (2 mL) was heated in a microwave reactor at 160° C. for 6.5 h. The mixture was absorbed on silica and purified by flash chromatography using a gradient of DCM and MeOH as eluent to give 6 mg of the title compound.